Dataset: the Open Reaction Database (ORD), a public repository of structured organic reaction records. Task: describe an organic reaction: reactants, conditions, products, and yield Reactants: C(C)N(CC)P(C1=CC=CC(=N1)NC(C(C)(C)C)=O)N(CC)CC (N-(6-(bis(diethylamino)phosphino)pyridin-2-yl)pivalamide), C1=CC=C2C(=C1)C=CC(=C2C3=C(C=CC4=CC=CC=C43)O)O ((S)-BINOL). The solvent is C1(=CC=CC=C1)C (toluene). Yields the product C1=CC2=C(C=3C=CC=CC13)C=1C(=CC=C3C=CC=CC13)OP(O2)C2=CC=CC(=N2)NC(C(C)(C)C)=O (6-(3,5-dioxa-4-phosphacyclohepta[2,1-a; 3,4-a′]dinaphthalen-4-yl)-2-pivaloylaminopyridine), solid. Isolated yield 93.3%. RXN SMILES: C(N([P:6](N(CC)CC)[C:7]1[N:12]=[C:11]([NH:13][C:14](=[O:19])[C:15]([CH3:18])([CH3:17])[CH3:16])[CH:10]=[CH:9][CH:8]=1)CC)C.[CH:25]1[CH:30]=[C:29]2[CH:31]=[CH:32][C:33]([OH:46])=[C:34]([C:35]3[C:44]4[C:39](=[CH:40][CH:41]=[CH:42][CH:43]=4)[CH:38]=[CH:37][C:36]=3[OH:45])[C:28]2=[CH:27][CH:26]=1>C1(C)C=CC=CC=1>[CH:38]1[C:39]2[CH:40]=[CH:41][CH:42]=[CH:43][C:44]=2[C:35]2[C:34]3[C:33]([O:46][P:6]([C:7]4[N:12]=[C:11]([NH:13][C:14](=[O:19])[C:15]([CH3:16])([CH3:17])[CH3:18])[CH:10]=[CH:9][CH:8]=4)[O:45][C:36]=2[CH:37]=1)=[CH:32][CH:31]=[C:29]1[C:28]=3[CH:27]=[CH:26][CH:25]=[CH:30]1. Procedure details: N-(6-(bis(diethylamino)phosphino)pyridin-2-yl)pivalamide (0.292 g, 0.60 mmol, 1 eq) was dissolved in toluene (12 ml). (S)-BINOL (0.172 g, 0.60 mmol, 1 eq) was subsequently added and the reaction mixture was refluxed for 3 hours. The solvent was removed under reduced pressure. The title compound could be obtained in the form of a white solid (0.276 g, 0.56 mmol, 93%). Starting materials: NC1=C(C(=O)O)C=CC(=C1)S(F)(F)(F)(F)F (2-Amino-4-(pentafluorosulfanyl)benzoic acid), Cl.CNOC (N,O-dimethylhydroxylamine hydrochloride). Product: NC1=C(C(=O)N(C)OC)C=CC(=C1)S(F)(F)(F)(F)F (2-Amino-N-methoxy-N-methyl-4-(pentafluorosulfanyl)benzamide). Reaction SMILES: [NH2:1][C:2]1[CH:10]=[C:9]([S:11]([F:16])([F:15])([F:14])([F:13])[F:12])[CH:8]=[CH:7][C:3]=1[C:4](O)=[O:5].Cl.[CH3:18][NH:19][O:20][CH3:21]>>[NH2:1][C:2]1[CH:10]=[C:9]([S:11]([F:16])([F:15])([F:14])([F:13])[F:12])[CH:8]=[CH:7][C:3]=1[C:4]([N:19]([O:20][CH3:21])[CH3:18])=[O:5] |f:1.2|. Procedure: 2-Amino-4-(pentafluorosulfanyl)benzoic acid (2.0 g) was reacted with N,O-dimethylhydroxylamine hydrochloride analogously to example 15a). 2.3 g of the desired product were obtained. Starting materials: COC(C1=C(C(=CC(=C1)C)C)N(S(=O)(=O)C1=CC=C(C=C1)OC)CC1=CC(=CC=C1)Br)=O (2-[(3-Bromo-benzyl)-(4-methoxy-benzenesulfonyl)-amino]-3,5-dimethyl-benzoic acid methyl ester). Run in CCOCC (ether). The product is BrC=1C=C(CN(C2=C(C(=O)O)C=C(C=C2C)C)S(=O)(=O)C2=CC=C(C=C2)OC)C=CC1 (2-[(3-Bromo-benzyl)-(4-methoxy-benzenesulfonyl)-amino]-3,5-dimethyl-benzoic acid). Isolated yield 70.1%. Reaction SMILES: C[O:2][C:3](=[O:32])[C:4]1[CH:9]=[C:8]([CH3:10])[CH:7]=[C:6]([CH3:11])[C:5]=1[N:12]([CH2:24][C:25]1[CH:30]=[CH:29][CH:28]=[C:27]([Br:31])[CH:26]=1)[S:13]([C:16]1[CH:21]=[CH:20][C:19]([O:22][CH3:23])=[CH:18][CH:17]=1)(=[O:15])=[O:14]>CCOCC>[Br:31][C:27]1[CH:26]=[C:25]([CH:30]=[CH:29][CH:28]=1)[CH2:24][N:12]([S:13]([C:16]1[CH:21]=[CH:20][C:19]([O:22][CH3:23])=[CH:18][CH:17]=1)(=[O:15])=[O:14])[C:5]1[C:6]([CH3:11])=[CH:7][C:8]([CH3:10])=[CH:9][C:4]=1[C:3]([OH:32])=[O:2]. Procedure details: In the same manner as described in Example 109, 0.894 g (1.725 mmol) of the product of Example 107 provided 0.61 g (70%) of the desired carboxylic acid after trituration with ether. Electrospray Mass Spec 506.0 (M+H). Yields the product CC(C)(C)OC(=O)NC(C(=O)OC1CCCC1)C1CCCCC1. RXN SMILES: [C:27]([CH3:28])([CH3:29])([CH3:30])[O:31][C:32](=[O:33])[NH:34][CH:35]([C:36](=[O:37])[OH:38])[CH:39]1[CH2:40][CH2:41][CH2:42][CH2:43][CH2:44]1.[CH:1]1([O:6][C:7](=[O:8])[CH:9]([NH:10][C:11]([O:12][CH2:13][c:14]2[cH:15][cH:16][cH:17][cH:18][cH:19]2)=[O:20])[CH2:21][O:22][C:23]([CH3:24])([CH3:25])[CH3:26])[CH2:2][CH2:3][CH2:4][CH2:5]1>>[CH:1]1([O:37][C:36]([CH:35]([NH:34][C:32]([O:31][C:27]([CH3:28])([CH3:29])[CH3:30])=[O:33])[CH:39]2[CH2:40][CH2:41][CH2:42][CH2:43][CH2:44]2)=[O:38])[CH2:2][CH2:3][CH2:4][CH2:5]1. Reactants: CC(C)(C)OC(=O)NC(C(=O)O)C1CCCCC1, CC(C)(C)OCC(NC(=O)OCc1ccccc1)C(=O)OC1CCCC1. Reactants: BrCCCCBr, O=C1CCc2cc(Br)ccc21, CC(C)(C)O[K], Cc1ccccc1. Product: O=C1c2ccc(Br)cc2CC12CCC2. Reaction SMILES: [Br:12][CH2:13][CH2:14][CH2:15][CH2:16][Br:17].[Br:1][c:2]1[cH:3][c:4]2[c:8]([cH:9][cH:10]1)[C:7](=[O:11])[CH2:6][CH2:5]2.[C:18]([O:19][K:20])([CH3:21])([CH3:22])[CH3:23].[CH3:24][c:25]1[cH:26][cH:27][cH:28][cH:29][cH:30]1>>[Br:1][c:2]1[cH:3][c:4]2[c:8]([cH:9][cH:10]1)[C:7](=[O:11])[C:6]1([CH2:5]2)[CH2:13][CH2:14][CH2:15]1. Reactants: BrC1=C2C=NNC2=CC(=C1)C (4-bromo-6-methyl-1H-indazole), C1CC=COC1 (DHP), CC=1C=CC(=CC1)S(=O)(=O)O.O (TsOH.H2O). Run in C1CCOC1 (THF). The product is BrC1=C2C=NN(C2=CC(=C1)C)C1OCCCC1 (4-bromo-6-methyl-1-(tetrahydro-2H-pyran-2-yl)-1H-indazole). Yield: 74.5%. Reaction SMILES: [Br:1][C:2]1[CH:10]=[C:9]([CH3:11])[CH:8]=[C:7]2[C:3]=1[CH:4]=[N:5][NH:6]2.[CH2:12]1[CH2:17][O:16][CH:15]=[CH:14][CH2:13]1.CC1C=CC(S(O)(=O)=O)=CC=1.O>C1COCC1>[Br:1][C:2]1[CH:10]=[C:9]([CH3:11])[CH:8]=[C:7]2[C:3]=1[CH:4]=[N:5][N:6]2[CH:15]1[CH2:14][CH2:13][CH2:12][CH2:17][O:16]1 |f:2.3|. Reported procedure: A mixture of 4-bromo-6-methyl-1H-indazole (1.05 g, 5 mmol), DHP (2.1 g, 25 mmol), and TsOH.H2O (96 mg, 0.5 mmol) in THF (50 ml) under nitrogen was heated at reflux overnight. The reaction mixture was concentrated in vacuo and to the residue was added DCM (300 mL) and water (50 mL). The organic layer was dried over MgSO4, filtered, and concentrated in vacuo. The residue was purified by silica gel chromatography by using petroleum ether:EtOAc (100:1) as eluting solvents to afford 4-bromo-6-methyl-... Starting materials: ClC=1C=CC(=NC1Cl)C(=O)O (5,6-Dichloropicolinic acid), 3-ethyl-3-pentyl ester, C(C)(=O)OCC (ethyl acetate), [H-].[Na+] (NaH), OCC1=C(C=CC=C1)C(C(=O)NC)=NOC (2-hydroxymethyl-α-methyoxyimino-N-methyl-benzeneacetamide). Run in C1CCOC1 (THF), C1CCOC1 (THF). Conditions: time 1 hour. The product is CON=C(C(=O)NC)C1=C(C=CC=C1)COC1=NC(=CC=C1Cl)C(=O)OC(CC)(CC)CC (α-(methoxyimino)-N-methyl-2-[[[3-chloro-6-(3-ethyl-3-pentoxycarbonyl)-2-pyridinyl]oxy]methyl]-benzeneacetamide). RXN SMILES: [H-].[Na+].[OH:3][CH2:4][C:5]1[CH:10]=[CH:9][CH:8]=[CH:7][C:6]=1[C:11](=[N:16][O:17][CH3:18])[C:12]([NH:14][CH3:15])=[O:13].[Cl:19][C:20]1[CH:21]=[CH:22][C:23]([C:27]([OH:29])=[O:28])=[N:24][C:25]=1Cl.C(O[CH2:34][CH3:35])(=O)C>C1COCC1>[CH3:18][O:17][N:16]=[C:11]([C:6]1[CH:7]=[CH:8][CH:9]=[CH:10][C:5]=1[CH2:4][O:3][C:25]1[C:20]([Cl:19])=[CH:21][CH:22]=[C:23]([C:27]([O:29][C:5]([CH2:34][CH3:35])([CH2:10][CH3:9])[CH2:6][CH3:7])=[O:28])[N:24]=1)[C:12]([NH:14][CH3:15])=[O:13] |f:0.1|. Procedure details: NaH (60% dispersion in mineral oil, 0.24 g, 6.0 mmol) was added to a solution of 2-hydroxymethyl-α-methyoxyimino-N-methyl-benzeneacetamide (1.11 g, 5.0 mmol) in THF (50 mL). 5,6-Dichloropicolinic acid: 3-ethyl-3-pentyl ester (1.68 g, 5.5 mmol) was dissolved in THF (10 mL) and added slowly via pipet to this mixture. As the mixture was stirred at room temperature under N2 for one hour, the reaction mixture transformed to a dark green solution. The reaction volume was increased to ca. 125 mL with e... Reactants: [Cl-].[Al+3].[Cl-].[Cl-] (Aluminum chloride), ice hydrochloric acid, ClCCCCCC(=O)Cl (6-chlorohexanoyl chloride), C1=CC=CC=C1 (benzene). Run in C(Cl)(Cl)(Cl)Cl (carbon tetrachloride). Reaction conditions: time 15 minute. Product: C1(=CC=CC=C1)C(=O)CCCCCCl (5-chloropentyl phenyl ketone). Yield: 34.6%. Reaction SMILES: [Cl-].[Al+3].[Cl-].[Cl-].[Cl:5][CH2:6][CH2:7][CH2:8][CH2:9][CH2:10][C:11](Cl)=[O:12].[CH:14]1[CH:19]=[CH:18][CH:17]=[CH:16][CH:15]=1>C(Cl)(Cl)(Cl)Cl>[C:14]1([C:11]([CH2:10][CH2:9][CH2:8][CH2:7][CH2:6][Cl:5])=[O:12])[CH:19]=[CH:18][CH:17]=[CH:16][CH:15]=1 |f:0.1.2.3|. Procedure: Aluminum chloride (16 g, 0.12 mol) is suspended in carbon tetrachloride (80 ml) and 6-chlorohexanoyl chloride (20 g, 0.12 mol) is added dropwise to the suspension with ice-cooling. After completion of addition, the mixture is stirred for 15 minutes and benzene (7.8 g, 0.1 mol) is added dropwise to the mixture with ice-cooling. After stirring with ice-cooling for 1 hour, the mixture is poured into ice-hydrochloric acid and extracted with carbon tetrachloride. The carbon tetrachloride extract is w...